Dataset: the Open Reaction Database (ORD), a public repository of structured organic reaction records. Task: describe an organic reaction: reactants, conditions, products, and yield Starting materials: N[C@H](CO)CC(C)C ((S)-2-amino-4-methylpentan-1-ol), C1CCOC1 (THF). Conditions: time 10 minute. The product is COC[C@H](CC(C)C)N ((S)-1-methoxy-4-methylpentan-2-amine). Reaction SMILES: [NH2:1][C@@H:2]([CH2:5][CH:6]([CH3:8])[CH3:7])[CH2:3][OH:4].[CH2:9]1COCC1>>[CH3:9][O:4][CH2:3][C@@H:2]([NH2:1])[CH2:5][CH:6]([CH3:8])[CH3:7]. Reported procedure: (S)-2-amino-4-methylpentan-1-ol (0.276 ml, 2.133 mmol) was added to a stirred, ice-bath cooled suspension of KH (267 mg, 2.327 mmol) in THF (10 ml) under nitrogen. The resulting mixture was allowed to warm to room temperature and stirred for ˜10 minutes and then treated with Mel (0.121 ml, 1.939 mmol). After stirring for 30 minutes the reaction mixture was quenched by addition of saturated NH4Cl(aq) (˜20 ml) and extracted with EtOAc (25 ml×2). The combined organic phases were dried over MgSO4, f... Reactants: C(C)(=O)OC[C@H]1O[C@H]([C@@H]([C@H]([C@@H]1OC(C)=O)OC(C)=O)OC(C)=O)N1C=C(C2=C(C=CC=C12)C)CC1=CC=C(C=C1)OCC1=CC=CC=C1 ([(2R,3R,4S,5R,6R)-3,4,5-triacetoxy-6-[3-[(4-benzyloxyphenyl)methyl]-4-methyl-indol-1-yl]tetrahydropyran-2-yl]methyl acetate), CO (methanol), O1CCCC1 (tetrahydrofuran), C(=O)[O-].[NH4+] (ammonium formate). Conditions: temperature 40 celsius, time 15 minute. Yields the product C(C)(=O)OC[C@H]1O[C@H]([C@@H]([C@H]([C@@H]1OC(C)=O)OC(C)=O)OC(C)=O)N1C=C(C2=C(C=CC=C12)C)CC1=CC=C(C=C1)O ([(2R,3R,4S,5R,6R)-3,4,5-triacetoxy-6-[3-[(4-hydroxyphenyl)methyl]-4-methyl-indol-1-yl]tetrahydropyran-2-yl]methyl acetate). Isolated yield 99.7%. Reaction SMILES: [C:1]([O:4][CH2:5][C@@H:6]1[C@@H:11]([O:12][C:13](=[O:15])[CH3:14])[C@H:10]([O:16][C:17](=[O:19])[CH3:18])[C@@H:9]([O:20][C:21](=[O:23])[CH3:22])[C@H:8]([N:24]2[C:32]3[C:27](=[C:28]([CH3:33])[CH:29]=[CH:30][CH:31]=3)[C:26]([CH2:34][C:35]3[CH:40]=[CH:39][C:38]([O:41]CC4C=CC=CC=4)=[CH:37][CH:36]=3)=[CH:25]2)[O:7]1)(=[O:3])[CH3:2].CO.O1CCCC1.C([O-])=O.[NH4+]>>[C:1]([O:4][CH2:5][C@@H:6]1[C@@H:11]([O:12][C:13](=[O:15])[CH3:14])[C@H:10]([O:16][C:17](=[O:19])[CH3:18])[C@@H:9]([O:20][C:21](=[O:23])[CH3:22])[C@H:8]([N:24]2[C:32]3[C:27](=[C:28]([CH3:33])[CH:29]=[CH:30][CH:31]=3)[C:26]([CH2:34][C:35]3[CH:40]=[CH:39][C:38]([OH:41])=[CH:37][CH:36]=3)=[CH:25]2)[O:7]1)(=[O:3])[CH3:2] |f:3.4|. Procedure details: To a mixture of [(2R,3R,4S,5R,6R)-3,4,5-triacetoxy-6-[3-[(4-benzyloxyphenyl)methyl]-4-methyl-indol-1-yl]tetrahydropyran-2-yl]methyl acetate (1.00 equiv; 1.05 moles; 692.80 g), methanol (85.59 moles; 3.46 L; 2.74 kg), and tetrahydrofuran (42.57 moles; 3.46 L; 3.07 kg) add ammonium formate (5.27 moles; 332.10 g). Purge the reaction vessel with nitrigen and add 5% palladium on charcoal (69.30 g; Johnson Matthey type 87 L, 57.8% moisture content) as a slurry in isopropyl alcohol. Heat the mixture at... Reactants: ClC1=NC2=CC=C(C=C2N=C1Cl)Cl (2,3,6-trichloroquinoxaline), O.NN (hydrazine hydrate). Solvent: C(C)O (ethanol). The product is ClC1=NC2=CC=C(C=C2N=C1NN)Cl (2,6-dichloro-3-hydrazinoquinoxaline). RXN SMILES: [Cl:1][C:2]1[C:11](Cl)=[N:10][C:9]2[C:4](=[CH:5][CH:6]=[C:7]([Cl:13])[CH:8]=2)[N:3]=1.O.[NH2:15][NH2:16]>C(O)C>[Cl:1][C:2]1[C:11]([NH:15][NH2:16])=[N:10][C:9]2[C:4](=[CH:5][CH:6]=[C:7]([Cl:13])[CH:8]=2)[N:3]=1 |f:1.2|. Procedure details: A mixture consisting of 23 g. (0.10 mole) of 2,3,6-trichloroquinoxaline and 11 g. (0.22 mole) of hydrazine hydrate in 500 ml. of ethanol was stirred at room temperature (~20° C.) overnight (~16 hours). The precipitate which formed was separated by filtration and washed with ethanol to ultimately afford 22.2 g. (97%) of pure 2,6-dichloro-3-hydrazinoquinoxaline, m.p. <250° C.